Dataset: the Open Reaction Database (ORD), a public repository of structured organic reaction records. Task: describe an organic reaction: reactants, conditions, products, and yield The reactants are [BH4-], CO, [Cl-], [Na+], CC(=O)C=Cc1ccc2c(c1)Cc1ccccc1-2. Product: CC(O)C=Cc1ccc2c(c1)Cc1ccccc1-2. RXN SMILES: [BH4-:20].[CH3:22][OH:23].[Cl-:19].[Na+:21].[cH:1]1[c:2]([CH:14]=[CH:15][C:16]([CH3:17])=[O:18])[cH:3][cH:4][c:5]2[c:13]1[CH2:12][c:11]1[c:6]-2[cH:7][cH:8][cH:9][cH:10]1>>[cH:1]1[c:2]([CH:14]=[CH:15][CH:16]([CH3:17])[OH:18])[cH:3][cH:4][c:5]2[c:13]1[CH2:12][c:11]1[c:6]-2[cH:7][cH:8][cH:9][cH:10]1. Reactants: CC(C)CCC[C@@H](C)[C@H]1CC[C@H]2[C@@H]3CCC4CC(CC[C@]4(C)[C@H]3CC[C@]12C)=O (Cholestan-3-one), C1(=CC=CC=C1)[Se](=O)O[Se](=O)C1=CC=CC=C1 (benzeneseleninic anhydride). Solvent: ClC1=CC=CC=C1 (chlorobenzene). Reaction conditions: time 3 hour. Product: CC(C)CCC[C@@H](C)[C@H]1CC[C@H]2[C@@H]3CCC4=CC(C=C[C@]4(C)[C@H]3CC[C@]12C)=O (cholesta-1,4-dien-3-one). Isolated yield 64.0%. RXN SMILES: [CH3:1][CH:2]([CH2:4][CH2:5][CH2:6][C@H:7]([C@@H:9]1[C@:26]2([CH3:27])[C@H:12]([C@H:13]3[C@H:23]([CH2:24][CH2:25]2)[C@:21]2([CH3:22])[CH:16]([CH2:17][C:18](=[O:28])[CH2:19][CH2:20]2)[CH2:15][CH2:14]3)[CH2:11][CH2:10]1)[CH3:8])[CH3:3].C1([Se](O[Se](C2C=CC=CC=2)=O)=O)C=CC=CC=1>ClC1C=CC=CC=1>[CH3:3][CH:2]([CH2:4][CH2:5][CH2:6][C@H:7]([C@@H:9]1[C@:26]2([CH3:27])[C@H:12]([C@H:13]3[C@H:23]([CH2:24][CH2:25]2)[C@:21]2([CH3:22])[C:16](=[CH:17][C:18](=[O:28])[CH:19]=[CH:20]2)[CH2:15][CH2:14]3)[CH2:11][CH2:10]1)[CH3:8])[CH3:1]. Procedure: Cholestan-3-one (100 mg) was dissolved in chlorobenzene (5 ml), benzeneseleninic anhydride (188 mg, 2 equiv.) added and the solution heated to reflux with stirring under nitrogen in the dark. After 3 hours tlc showed almost complete reaction. The mixture was allowed to cool before filtering down a short silica column, washing with petrol containing 10% methylene chloride followed by releasing the crude product by washing with methanol. On evaporation an oil (107.1 mg) was obtained which crystall... Reactants: COC(=O)c1sccc1CBr, CC(=O)[O-], CN(C)C=O, [Na+], O=P([O-])([O-])[O-]. The product is COC(=O)c1sccc1COC(C)=O. Reaction SMILES: [Br:1][CH2:2][c:3]1[c:4]([C:8](=[O:9])[O:10][CH3:11])[s:5][cH:6][cH:7]1.[CH3:13][C:14]([O-:15])=[O:16].[CH3:22][N:23]([CH3:24])[CH:25]=[O:26].[Na+:12].[O-:17][P:18](=[O:19])([O-:20])[O-:21]>>[CH2:2]([c:3]1[c:4]([C:8](=[O:9])[O:10][CH3:11])[s:5][cH:6][cH:7]1)[O:16][C:14]([CH3:13])=[O:15].